describe an organic reaction: reactants, conditions, products, and yield From a dataset of the Open Reaction Database (ORD), a public repository of structured organic reaction records. Reactants: O=C([O-])[O-], CI, CN(C)C=O, CCOC(=O)c1cc2c(Cl)ccc(NS(=O)(=O)c3cccs3)c2n1COC, [K+], [K+], O. Product: CCOC(=O)c1cc2c(Cl)ccc(N(C)S(=O)(=O)c3cccs3)c2n1COC. As a reaction SMILES: [C:30](=[O:31])([O-:32])[O-:33].[CH3:28][I:29].[CH3:36][N:37]([CH3:38])[CH:39]=[O:40].[Cl:1][c:2]1[c:3]2[cH:4][c:5]([C:23](=[O:24])[O:25][CH2:26][CH3:27])[n:6]([CH2:20][O:21][CH3:22])[c:7]2[c:8]([NH:11][S:12](=[O:13])(=[O:14])[c:15]2[s:16][cH:17][cH:18][cH:19]2)[cH:9][cH:10]1.[K+:34].[K+:35].[OH2:41]>>[Cl:1][c:2]1[c:3]2[cH:4][c:5]([C:23](=[O:24])[O:25][CH2:26][CH3:27])[n:6]([CH2:20][O:21][CH3:22])[c:7]2[c:8]([N:11]([S:12](=[O:13])(=[O:14])[c:15]2[s:16][cH:17][cH:18][cH:19]2)[CH3:30])[cH:9][cH:10]1. Starting materials: C(C1=CC=CC=C1)O[C@@H]1[C@H](O[C@H]([C@@H]([C@H]1OCC1=CC=CC=C1)OCC1=CC=CC=C1)C1=CC(=C(C(=C1)OC)Cl)CC1=CC=C(C=C1)OCC)COCC1=CC=CC=C1 ((2R,3R,4R,5S,6S)-3,4,5-Tris(benzyloxy)-2-(benzyloxymethyl)-6-(4-chloro-3-(4-ethoxybenzyl)-5-methoxyphenyl)tetrahydro-2H-pyran), Cl (HCl). Run in CN(C)C=O (DMF). Conditions: temperature 90 celsius, time 6 hour. The product is ClC1=C(C=C(C=C1CC1=CC=C(C=C1)OCC)[C@@H]1O[C@@H]([C@H]([C@@H]([C@H]1OCC1=CC=CC=C1)OCC1=CC=CC=C1)OCC1=CC=CC=C1)COCC1=CC=CC=C1)O (2-Chloro-3-(4-ethoxybenzyl)-5-((2S,3S,4R,5R,6R)-3,4,5-tris(benzyloxy)-6-(benzyloxymethyl)tetrahydro-2H-pyran-2-yl)phenol). The yield is 100.0%. RXN SMILES: [CH2:1]([O:8][C@H:9]1[C@H:14]([O:15][CH2:16][C:17]2[CH:22]=[CH:21][CH:20]=[CH:19][CH:18]=2)[C@@H:13]([O:23][CH2:24][C:25]2[CH:30]=[CH:29][CH:28]=[CH:27][CH:26]=2)[C@H:12]([C:31]2[CH:36]=[C:35]([O:37]C)[C:34]([Cl:39])=[C:33]([CH2:40][C:41]3[CH:46]=[CH:45][C:44]([O:47][CH2:48][CH3:49])=[CH:43][CH:42]=3)[CH:32]=2)[O:11][C@@H:10]1[CH2:50][O:51][CH2:52][C:53]1[CH:58]=[CH:57][CH:56]=[CH:55][CH:54]=1)[C:2]1[CH:7]=[CH:6][CH:5]=[CH:4][CH:3]=1.Cl>CN(C=O)C>[Cl:39][C:34]1[C:33]([CH2:40][C:41]2[CH:46]=[CH:45][C:44]([O:47][CH2:48][CH3:49])=[CH:43][CH:42]=2)=[CH:32][C:31]([C@H:12]2[C@H:13]([O:23][CH2:24][C:25]3[CH:30]=[CH:29][CH:28]=[CH:27][CH:26]=3)[C@@H:14]([O:15][CH2:16][C:17]3[CH:22]=[CH:21][CH:20]=[CH:19][CH:18]=3)[C@H:9]([O:8][CH2:1][C:2]3[CH:3]=[CH:4][CH:5]=[CH:6][CH:7]=3)[C@@H:10]([CH2:50][O:51][CH2:52][C:53]3[CH:54]=[CH:55][CH:56]=[CH:57][CH:58]=3)[O:11]2)=[CH:36][C:35]=1[OH:37]. Procedure: A mixture of compound 76 (3.0 g, 3.82 mmol) in DMF (38 mL) was added NaSEt (1.1 g, 13.35 mmol) at 90° C. The mixture was stirred at 90° C. for 6 hours. To a mixture was added 1N HCl (50 mL) and extracted EtOAc (200 mL). The organic layer was washed with brine, dried over MgSO4, filtered, and concentrated in vacuo. The residue was purified by silica gel column chromatography to provide the product 77 (3.0 g). Starting materials: [OH-].[K+] (Potassium hydroxide), ClC1=C(C(=O)O)C=CC=C1CC#N (2-chloro-3-(cyanomethyl)benzoic acid), O (water). Run in C(C)O (ethanol). The product is C(=O)(O)CC=1C(=C(C(=O)O)C=CC1)Cl (3-(Carboxymethyl)-2-chlorobenzoic acid). RXN SMILES: [OH-:1].[K+].[Cl:3][C:4]1[C:12]([CH2:13][C:14]#N)=[CH:11][CH:10]=[CH:9][C:5]=1[C:6]([OH:8])=[O:7].[OH2:16]>C(O)C>[C:14]([CH2:13][C:12]1[C:4]([Cl:3])=[C:5]([CH:9]=[CH:10][CH:11]=1)[C:6]([OH:8])=[O:7])([OH:16])=[O:1] |f:0.1|. Procedure details: Potassium hydroxide (2.976 g) in water (30 mL) was added to a suspension of 2-chloro-3-(cyanomethyl)benzoic acid (example 80, step a) (4.12 g) in ethanol (30 mL) and the resulting solution was heated at reflux for 2 hours, then allowed to cool overnight. The mixture was concentrated in vacuo to remove the ethanol and then diluted with water and washed twice with ethyl acetate. The organic phases were discarded, whilst the aqueous phase was acidified to pH 1 with concentrated hydrochloric acid an... Starting materials: C(\C=C\C(=O)OC)(=O)OC (dimethyl fumarate). Procedure: The dimethyl fumarate (1224 g, 8.5 mol) and water (4000 ml) were added to a 6-liter flask and irradiated by 365 nm ultraviolet lights at a temperature from 5 to 7° C. for 7 hours. The resultant solid in the flask was vacuum filtered to obtain tetramethyl cyclobutane-1,2,3,4-tetracarboxylate (1224 g, 4.25 mol). According to the NMR spectrum as shown in FIG. 1, dimethyl fumarate was present before the cyclization reaction. It can be observed from FIG. 2 that, after the cyclization reaction, the ab... Solvent: O (water). RXN SMILES: [C:1]([O:9][CH3:10])(=[O:8])/[CH:2]=[CH:3]/[C:4]([O:6][CH3:7])=[O:5]>O>[CH:2]1([C:1]([O:9][CH3:10])=[O:8])[CH:3]([C:4]([O:6][CH3:7])=[O:5])[CH:2]([C:1]([O:9][CH3:10])=[O:8])[CH:3]1[C:4]([O:6][CH3:7])=[O:5]. Yields the product C1(C(C(C1C(=O)OC)C(=O)OC)C(=O)OC)C(=O)OC (tetramethyl cyclobutane-1,2,3,4-tetracarboxylate). The yield is 100.0%. Reactants: ( 10.0 ), C(C)(=O)SC1=CC=CC=C1CCC(=O)OCC (racemic ethyl 2-acetylthio-3-benzenepropanoate), C(C)(=O)[O-].[Na+] (sodium acetate). Solvent: C(C)(C)(C)O (tert-butanol). The product is C(C)(=O)SC1=CC=CC=C1CCC(=O)O (2-Acetylthio-3-Benzenepropanoic Acid). As a reaction SMILES: [C:1]([S:4][C:5]1[C:10]([CH2:11][CH2:12][C:13]([O:15]CC)=[O:14])=[CH:9][CH:8]=[CH:7][CH:6]=1)(=[O:3])[CH3:2].C([O-])(=O)C.[Na+]>C(O)(C)(C)C>[C:1]([S:4][C:5]1[C:10]([CH2:11][CH2:12][C:13]([OH:15])=[O:14])=[CH:9][CH:8]=[CH:7][CH:6]=1)(=[O:3])[CH3:2] |f:1.2|. Procedure details: Ten (10.0) or 100.0 mg of racemic ethyl 2-acetylthio-3-benzenepropanoate was added to 1000 μl of 90% tert-butanol and 10% 200 mM sodium acetate buffer (pH 4.0) which contained 10 mg of immobilized lipase from Mucor meihei (Novo). The glass vessel was tightly capped and stirred for 0–40 hours at room temperature. Thirty μl aliquots were-removed to ascertain conversion and optical purity. The aliquots were analyzed using an chiral HPLC column (Chiralcel AD, Daicel Chemical Industries) with a mobil... Reactants: CCS(=O)(=O)N(c1cc(-n2c(=O)cc(C(F)(F)F)n(C)c2=O)c(Cl)cc1Cl)S(=O)(=O)CC, Cl, [Na+], C1COCCO1, [OH-], O. Product: CCS(=O)(=O)Nc1cc(-n2c(=O)cc(C(F)(F)F)n(C)c2=O)c(Cl)cc1Cl. RXN SMILES: [CH2:7]([CH3:8])[S:9](=[O:10])(=[O:11])[N:12]([c:13]1[c:14]([Cl:33])[cH:15][c:16]([Cl:32])[c:17](-[n:19]2[c:20](=[O:31])[n:21]([CH3:30])[c:22]([C:26]([F:27])([F:28])[F:29])[cH:23][c:24]2=[O:25])[cH:18]1)[S:34]([CH2:35][CH3:36])(=[O:37])=[O:38].[ClH:41].[Na+:40].[O:1]1[CH2:2][CH2:3][O:4][CH2:5][CH2:6]1.[OH-:39].[OH2:42]>>[CH2:7]([CH3:8])[S:9](=[O:10])(=[O:11])[NH:12][c:13]1[c:14]([Cl:33])[cH:15][c:16]([Cl:32])[c:17](-[n:19]2[c:20](=[O:31])[n:21]([CH3:30])[c:22]([C:26]([F:27])([F:28])[F:29])[cH:23][c:24]2=[O:25])[cH:18]1. The reactants are C(CCC)[Li] (n-butyllithium), C(C)(C)(C)OC(NC=1SC=C(N1)COC)=O ((4-Methoxymethyl-thiazol-2-yl)-carbamic acid tert-butyl ester), CSSC (methyl disulfide). Run in hexanes, C1CCOC1 (THF). Run at temperature -75 celsius, time 30 minute. Product: C(C)(C)(C)OC(NC=1SC(=C(N1)COC)SC)=O ((4-Methoxymethyl-5-methylsulfanyl-thiazol-2-yl)-carbamic acid tert-butyl ester). As a reaction SMILES: [C:1]([O:5][C:6](=[O:16])[NH:7][C:8]1[S:9][CH:10]=[C:11]([CH2:13][O:14][CH3:15])[N:12]=1)([CH3:4])([CH3:3])[CH3:2].C([Li])CCC.[CH3:22][S:23]SC>C1COCC1>[C:1]([O:5][C:6](=[O:16])[NH:7][C:8]1[S:9][C:10]([S:23][CH3:22])=[C:11]([CH2:13][O:14][CH3:15])[N:12]=1)([CH3:4])([CH3:3])[CH3:2]. Procedure details: (4-Methoxymethyl-thiazol-2-yl)-carbamic acid tert-butyl ester (840 mg, 3.4 mmol) was dissolved in dry THF (21 mL). At ˜−75° C. was added dropwise n-butyllithium solution 1.6 M in hexanes. (8.6 ml, 13.7 mmol). The dark-red mixture was stirred at ˜−75° C. for 30 min. At ˜−70° C. was then added dropwise methyl disulfide (970 mg, 10.3 mmol). The resultant yellow colored mixture was slowly warmed to rt and further stirred overnight. After quenching the reaction with saturated ammonium chloride soluti...